The task is: describe an organic reaction: reactants, conditions, products, and yield. This data is from the Open Reaction Database (ORD), a public repository of structured organic reaction records. The reactants are [K+], N#Cc1ccc2c(c1)CCC2=O, [OH-], OO. The product is NC(=O)c1ccc2c(c1)CCC2=O. As a reaction SMILES: [K+:16].[O:1]=[C:2]1[CH2:3][CH2:4][c:5]2[cH:6][c:7]([C:11]#[N:12])[cH:8][cH:9][c:10]21.[OH-:15].[OH:13][OH:14]>>[O:1]=[C:2]1[CH2:3][CH2:4][c:5]2[cH:6][c:7]([C:11]([NH2:12])=[O:13])[cH:8][cH:9][c:10]21. Reactants: CC(=O)O, ClCCCl, C1CCNCC1, ClCCl, Cc1ccc(S(=O)(=O)N2C=CNC(=O)C2CC(=O)Nc2ccc(CCC=O)cc2)cc1. Yields the product Cc1ccc(S(=O)(=O)N2C=CNC(=O)C2CC(=O)Nc2ccc(CCCN3CCCCC3)cc2)cc1. Reaction SMILES: [C:42]([OH:43])(=[O:44])[CH3:45].[CH2:32]([Cl:33])[CH2:34][Cl:35].[CH2:36]1[CH2:37][CH2:38][NH:39][CH2:40][CH2:41]1.[Cl:46][CH2:47][Cl:48].[O:1]=[CH:2][CH2:3][CH2:4][c:5]1[cH:6][cH:7][c:8]([NH:11][C:12]([CH2:13][CH:14]2[N:15]([S:21](=[O:22])(=[O:23])[c:24]3[cH:25][cH:26][c:27]([CH3:30])[cH:28][cH:29]3)[CH:16]=[CH:17][NH:18][C:19]2=[O:20])=[O:31])[cH:9][cH:10]1>>[CH2:2]([CH2:3][CH2:4][c:5]1[cH:6][cH:7][c:8]([NH:11][C:12]([CH2:13][CH:14]2[N:15]([S:21](=[O:22])(=[O:23])[c:24]3[cH:25][cH:26][c:27]([CH3:30])[cH:28][cH:29]3)[CH:16]=[CH:17][NH:18][C:19]2=[O:20])=[O:31])[cH:9][cH:10]1)[N:39]1[CH2:38][CH2:37][CH2:36][CH2:41][CH2:40]1. Starting materials: Cl (HCl), 3,7-dimethyl-oct-6-dien-1-ol, [OH-].[K+] (potassium hydroxide), ClCC(=O)C1=CC(=C(C(=C1)C(C)C)O)C(C)C (2-chloro-1-(4-hydroxy-3,5-di-isopropylphenyl)-ethanone), CN1C(CCC1)=O (N-methylpyrrolidone), CN1C(CCC1)=O (N-methylpyrrolidone). Run at time 16 hour. Yields the product CC(CCOCC(=O)C1=CC(=C(C(=C1)C(C)C)O)C(C)C)CCC=C(C)C (2-(3,7-dimethyl-oct-6-enyloxy]-1-(4-hydroxy-3,5-di-isopropyl-phenyl)-ethanone). Reaction SMILES: [OH-].[K+].Cl[CH2:4][C:5]([C:7]1[CH:12]=[C:11]([CH:13]([CH3:15])[CH3:14])[C:10]([OH:16])=[C:9]([CH:17]([CH3:19])[CH3:18])[CH:8]=1)=[O:6].Cl.CN1[CH2:26][CH2:25][CH2:24][C:23]1=[O:27]>>[CH3:26][CH:25]([CH2:10][CH2:9][CH:8]=[C:7]([CH3:12])[CH3:5])[CH2:24][CH2:23][O:27][CH2:4][C:5]([C:7]1[CH:12]=[C:11]([CH:13]([CH3:15])[CH3:14])[C:10]([OH:16])=[C:9]([CH:17]([CH3:19])[CH3:18])[CH:8]=1)=[O:6] |f:0.1|. Reported procedure: To a solution of 4.69 g (30 mmol) of 3,7-dimethyl-oct-6-dien-1-ol and 4.21 g (75 mmol) of potassium hydroxide in 150 ml of N-methylpyrrolidone a solution of 3.82 g (15 mmol) of 2-chloro-1-(4-hydroxy-3,5-di-isopropylphenyl)-ethanone in 75 ml of N-methylpyrrolidone is added dropwise at room temperature and under inert atmosphere. After the addition is completed stirring is continued for additional 16 hours. Then the reaction mixture is acidified with 1N HCl and extracted with ethyl acetate. The co...